From a dataset of the Open Reaction Database (ORD), a public repository of structured organic reaction records. describe an organic reaction: reactants, conditions, products, and yield The reactants are O=C([O-])[O-], CN(C)C=O, COCOc1c(C)cc(O)cc1Cl, ClCC=C(Cl)Cl, [K+], [K+], O. The product is COCOc1c(C)cc(OCC=C(Cl)Cl)cc1Cl. RXN SMILES: [C:14](=[O:15])([O-:16])[O-:17].[CH3:27][N:28]([CH3:29])[CH:30]=[O:31].[Cl:1][c:2]1[cH:3][c:4]([OH:13])[cH:5][c:6]([CH3:12])[c:7]1[O:8][CH2:9][O:10][CH3:11].[Cl:20][C:21](=[CH:22][CH2:23][Cl:24])[Cl:25].[K+:18].[K+:19].[OH2:26]>>[Cl:1][c:2]1[cH:3][c:4]([O:13][CH2:23][CH:22]=[C:21]([Cl:20])[Cl:25])[cH:5][c:6]([CH3:12])[c:7]1[O:8][CH2:9][O:10][CH3:11].